From a dataset of the Open Reaction Database (ORD), a public repository of structured organic reaction records. describe an organic reaction: reactants, conditions, products, and yield The reactants are N(=[N+]=[N-])C1=CC(OC1OCC)=O (4-azido-5-ethoxy-5H-furan-2-one), C1(=CC=CC=C1)P(C1=CC=CC=C1)C1=CC=CC=C1 (triphenylphosphine), 3d. Solvent: O1CCCC1 (tetrahydrofuran), O (water), ClCCl (dichloromethane). Run at time 20 hour. Yields the product NC1=CC(OC1OCC)=O (4-amino-5-ethoxy-5H-furan-2-one), C1(=CC=CC=C1)P(C1=CC=CC=C1)(C1=CC=CC=C1)=O (triphenylphosphine oxide). Yield: 304.5%. RXN SMILES: [N:1]([C:4]1[CH:8]([O:9][CH2:10][CH3:11])[O:7][C:6](=[O:12])[CH:5]=1)=[N+]=[N-].[C:13]1([P:19]([C:26]2[CH:31]=[CH:30][CH:29]=[CH:28][CH:27]=2)[C:20]2[CH:25]=[CH:24][CH:23]=[CH:22][CH:21]=2)[CH:18]=[CH:17][CH:16]=[CH:15][CH:14]=1>O1CCCC1.O.ClCCl>[NH2:1][C:4]1[CH:8]([O:9][CH2:10][CH3:11])[O:7][C:6](=[O:12])[CH:5]=1.[C:26]1([P:19](=[O:7])([C:13]2[CH:14]=[CH:15][CH:16]=[CH:17][CH:18]=2)[C:20]2[CH:25]=[CH:24][CH:23]=[CH:22][CH:21]=2)[CH:27]=[CH:28][CH:29]=[CH:30][CH:31]=1. Procedure: A mixture of 4-azido-5-ethoxy-5H-furan-2-one (0.10 g, 0.59 mmol) and triphenylphosphine (0.15 g, 0.59 mmol) in tetrahydrofuran (5 mL) and water (0.5 mL) was stirred for 20 h at room temperature, followed by 3d at 65° C. under nitrogen. The reaction was diluted with dichloromethane, washed with water, dried over sodium sulfate and evaporated to afford 4-amino-5-ethoxy-5H-furan-2-one in a mixture with triphenylphosphine oxide (0.25 g, 100% yield). The reactants are ice water, C([O-])([O-])=O.[Na+].[Na+] (sodium carbonate), NC1=NOC(=N1)C1=CC(=C(C(=C1)C(C)(C)C)O)C(C)(C)C (4-(3-amino-1,2,4-oxadiazol-5-yl)-2,6-bis(1,1-dimethylethyl)phenol), C=O (paraformaldehyde), C(#N)[BH3-].[Na+] (sodium cyanoborohydride). Run in C(C)(=O)O (acetic acid). Run at time 24 hour. The product is CN(C1=NOC(=N1)C1=CC(=C(C(=C1)C(C)(C)C)O)C(C)(C)C)C (4-[3-(Dimethylamino)-1,2,4-oxadiazol-5-yl]-2,6-bis(1,1-dimethylethyl)phenol). Yield: 45.0%. RXN SMILES: N[C:2]1[N:6]=[C:5]([C:7]2[CH:12]=[C:11]([C:13]([CH3:16])([CH3:15])[CH3:14])[C:10]([OH:17])=[C:9]([C:18]([CH3:21])([CH3:20])[CH3:19])[CH:8]=2)[O:4][N:3]=1.C=O.[C:24]([BH3-])#[N:25].[Na+].[C:28](=O)([O-])[O-].[Na+].[Na+]>C(O)(=O)C>[CH3:28][N:25]([CH3:24])[C:2]1[N:6]=[C:5]([C:7]2[CH:12]=[C:11]([C:13]([CH3:16])([CH3:15])[CH3:14])[C:10]([OH:17])=[C:9]([C:18]([CH3:21])([CH3:20])[CH3:19])[CH:8]=2)[O:4][N:3]=1 |f:2.3,4.5.6|. Procedure details: To a stirred mixture of 2.0 g (0.0069 mole) of 4-(3-amino-1,2,4-oxadiazol-5-yl)-2,6-bis(1,1-dimethylethyl)phenol and 2.0 g (0.0067 mole) of paraformaldehyde in 45 ml of glacial acetic acid (under a nitrogen atmosphere) is added 2.0 g (0.032 mole) of sodium cyanoborohydride, in portions over ten minutes. The mixture is stirred at room temperature for 24 hours, then cooled in ice and treated cautiously with 250 ml of ice water. Solid sodium carbonate is added until the reaction mixture becomes sli...